From a dataset of the Open Reaction Database (ORD), a public repository of structured organic reaction records. describe an organic reaction: reactants, conditions, products, and yield Reactants: O=C([O-])[O-], Cn1c(CN2CCC(C3COC3)CC2)nc2c(N3CCOCC3)nc(Cl)nc21, [Cs+], [Cs+], Nc1ccccc1N, CN(C)C=O, O=C(C=Cc1ccccc1)C=Cc1ccccc1, O=C(C=Cc1ccccc1)C=Cc1ccccc1, O=C(C=Cc1ccccc1)C=Cc1ccccc1, [Pd], [Pd]. The product is Cn1c(CN2CCC(C3COC3)CC2)nc2c(N3CCOCC3)nc(Nc3ccccc3N)nc21. Reaction SMILES: [C:37](=[O:38])([O-:39])[O-:40].[Cl:1][c:2]1[n:3][c:4]([N:23]2[CH2:24][CH2:25][O:26][CH2:27][CH2:28]2)[c:5]2[n:6][c:7]([CH2:12][N:13]3[CH2:14][CH2:15][CH:16]([CH:19]4[CH2:20][O:21][CH2:22]4)[CH2:17][CH2:18]3)[n:8]([CH3:11])[c:9]2[n:10]1.[Cs+:41].[Cs+:42].[NH2:29][c:30]1[cH:31][cH:32][cH:33][cH:34][c:35]1[NH2:36].[O:43]=[CH:44][N:45]([CH3:46])[CH3:47].[O:50]=[C:51]([CH:52]=[CH:53][c:54]1[cH:55][cH:56][cH:57][cH:58][cH:59]1)[CH:60]=[CH:61][c:62]1[cH:63][cH:64][cH:65][cH:66][cH:67]1.[O:68]=[C:69]([CH:70]=[CH:71][c:72]1[cH:73][cH:74][cH:75][cH:76][cH:77]1)[CH:78]=[CH:79][c:80]1[cH:81][cH:82][cH:83][cH:84][cH:85]1.[O:86]=[C:87]([CH:88]=[CH:89][c:90]1[cH:91][cH:92][cH:93][cH:94][cH:95]1)[CH:96]=[CH:97][c:98]1[cH:99][cH:100][cH:101][cH:102][cH:103]1.[Pd:48].[Pd:49]>>[c:2]1([NH:29][c:30]2[cH:31][cH:32][cH:33][cH:34][c:35]2[NH2:36])[n:3][c:4]([N:23]2[CH2:24][CH2:25][O:26][CH2:27][CH2:28]2)[c:5]2[n:6][c:7]([CH2:12][N:13]3[CH2:14][CH2:15][CH:16]([CH:19]4[CH2:20][O:21][CH2:22]4)[CH2:17][CH2:18]3)[n:8]([CH3:11])[c:9]2[n:10]1. Reactants: COC(=O)C(CI)C(=O)OC(C)(C)C, COc1ccc(P(C2CCCCC2)C2CCCCC2)c(OC)c1-c1ccccc1, FC(F)(F)c1ccc(I)cc1, I, O=C(C=Cc1ccccc1)C=Cc1ccccc1, CN(C)C=O, O=C(C=Cc1ccccc1)C=Cc1ccccc1, O=C(C=Cc1ccccc1)C=Cc1ccccc1, [Pd], [Pd], [Zn]. Product: COC(=O)C(Cc1ccc(C(F)(F)F)cc1)C(=O)OC(C)(C)C. RXN SMILES: [C:2]([CH3:3])([CH3:4])([CH3:5])[O:6][C:7](=[O:8])[CH:9]([C:10](=[O:11])[O:12][CH3:13])[CH2:14][I:15].[CH:27]1([P:28]([c:29]2[c:30]([O:31][CH3:32])[c:33](-[c:34]3[cH:35][cH:36][cH:37][cH:38][cH:39]3)[c:40]([O:41][CH3:42])[cH:43][cH:44]2)[CH:45]2[CH2:46][CH2:47][CH2:48][CH2:49][CH2:50]2)[CH2:51][CH2:52][CH2:53][CH2:54][CH2:55]1.[I:16][c:17]1[cH:18][cH:19][c:20]([C:23]([F:24])([F:25])[F:26])[cH:21][cH:22]1.[I:1].[O:100]=[C:101]([CH:102]=[CH:103][c:104]1[cH:105][cH:106][cH:107][cH:108][cH:109]1)[CH:110]=[CH:111][c:112]1[cH:113][cH:114][cH:115][cH:116][cH:117]1.[O:56]=[CH:57][N:58]([CH3:59])[CH3:60].[O:64]=[C:65]([CH:66]=[CH:67][c:68]1[cH:69][cH:70][cH:71][cH:72][cH:73]1)[CH:74]=[CH:75][c:76]1[cH:77][cH:78][cH:79][cH:80][cH:81]1.[O:82]=[C:83]([CH:84]=[CH:85][c:86]1[cH:87][cH:88][cH:89][cH:90][cH:91]1)[CH:92]=[CH:93][c:94]1[cH:95][cH:96][cH:97][cH:98][cH:99]1.[Pd:62].[Pd:63].[Zn:61]>>[C:2]([CH3:3])([CH3:4])([CH3:5])[O:6][C:7](=[O:8])[CH:9]([C:10](=[O:11])[O:12][CH3:13])[CH2:14][c:17]1[cH:18][cH:19][c:20]([C:23]([F:24])([F:25])[F:26])[cH:21][cH:22]1.